This data is from the Open Reaction Database (ORD), a public repository of structured organic reaction records. The task is: describe an organic reaction: reactants, conditions, products, and yield Reactants: N12CCCCCC2=NCCC1 (1,8-diazabicyclo[5.4.0]undec-7-ene), C1(=CC=CC=C1)P(=O)(C1=CC=CC=C1)N=[N+]=[N-] (diphenylphosphoryl azide), CC(CC[C@]1(C(C(=C(C2=CC=CC=C12)O)C1=NS(C2=C(N1)SC=C2CO)(=O)=O)=O)C)(C)C ((1R)-1-(3,3-dimethylbutyl)-4-hydroxy-3-[7-(hydroxymethyl)-1,1-dioxido-4H-thieno[2,3-e][1,2,4]thiadiazin-3-yl]-1-methylnaphthalen-2(1H)-one). Run in ClCCl (dichloromethane). Conditions: time 16 hour. The product is N(=[N+]=[N-])CC1=CSC=2NC(=NS(C21)(=O)=O)C=2C([C@](C1=CC=CC=C1C2O)(C)CCC(C)(C)C)=O ((1R)-3-[7-(azidomethyl)-1,1-dioxido-4H-thieno[2,3-e][1,2,4]thiadiazin-3-yl]-1-(3,3-dimethylbutyl)-4-hydroxy-1-methylnaphthalen-2(1H)-one). The yield is 57.9%. Reaction SMILES: [CH3:1][C:2]([CH3:32])([CH3:31])[CH2:3][CH2:4][C@:5]1([CH3:30])[C:14]2[C:9](=[CH:10][CH:11]=[CH:12][CH:13]=2)[C:8]([OH:15])=[C:7]([C:16]2[NH:21][C:20]3[S:22][CH:23]=[C:24]([CH2:25]O)[C:19]=3[S:18](=[O:28])(=[O:27])[N:17]=2)[C:6]1=[O:29].N12CCCN=C1CCCCC2.C1(P([N:58]=[N+:59]=[N-:60])(C2C=CC=CC=2)=O)C=CC=CC=1>ClCCl>[N:58]([CH2:25][C:24]1[C:19]2[S:18](=[O:28])(=[O:27])[N:17]=[C:16]([C:7]3[C:6](=[O:29])[C@@:5]([CH2:4][CH2:3][C:2]([CH3:32])([CH3:31])[CH3:1])([CH3:30])[C:14]4[C:9]([C:8]=3[OH:15])=[CH:10][CH:11]=[CH:12][CH:13]=4)[NH:21][C:20]=2[S:22][CH:23]=1)=[N+:59]=[N-:60]. Procedure details: A solution of Example 185 (1 g, 2.11 mmol) in 25 mL of dichloromethane was cooled to 0° C., treated with 1,8-diazabicyclo[5.4.0]undec-7-ene (1.7 mL, 11.2 mmol) and diphenylphosphoryl azide (2.3 mL, 10.9 mmol), allowed to warm to room temp, stirred for 16 h, and concentrated onto silica gel. The crude material was chromatographed on silica gel with hexane, hexane/dichloromethane (1:1), followed by dichloromethane, and methanol/dichloromethane (1:99) to afford the title compound (610 mg, 59% yield...